From a dataset of the Open Reaction Database (ORD), a public repository of structured organic reaction records. describe an organic reaction: reactants, conditions, products, and yield Starting materials: OC(C[C@@]1(CCN(C(O1)=O)[C@@H](C)C1=CC=C(C=C1)B1OC(C(O1)(C)C)(C)C)C1=CC=CC=C1)(C)C ((S)-6-(2-hydroxy-2-methylpropyl)-6-phenyl-3-((S)-1-(4-(4,4,5,5-tetramethyl-1,3,2-dioxaborolan-2-yl)phenyl)ethyl)-1,3-oxazinan-2-one), ClC1=NC=NC=C1 (4-chloropyrimidine). Yields the product OC(C[C@@]1(CCN(C(O1)=O)[C@@H](C)C1=CC=C(C=C1)C1=NC=NC=C1)C1=CC=CC=C1)(C)C ((S)-6-(2-hydroxy-2-methylpropyl)-6-phenyl-3-((S)-1-(4-(pyrimidin-4-yl)phenyl)ethyl)-1,3-oxazinan-2-one). Reaction SMILES: [OH:1][C:2]([CH3:35])([CH3:34])[CH2:3][C@@:4]1([C:28]2[CH:33]=[CH:32][CH:31]=[CH:30][CH:29]=2)[O:9][C:8](=[O:10])[N:7]([C@H:11]([C:13]2[CH:18]=[CH:17][C:16](B3OC(C)(C)C(C)(C)O3)=[CH:15][CH:14]=2)[CH3:12])[CH2:6][CH2:5]1.Cl[C:37]1[CH:42]=[CH:41][N:40]=[CH:39][N:38]=1>>[OH:1][C:2]([CH3:34])([CH3:35])[CH2:3][C@@:4]1([C:28]2[CH:33]=[CH:32][CH:31]=[CH:30][CH:29]=2)[O:9][C:8](=[O:10])[N:7]([C@H:11]([C:13]2[CH:14]=[CH:15][C:16]([C:37]3[CH:42]=[CH:41][N:40]=[CH:39][N:38]=3)=[CH:17][CH:18]=2)[CH3:12])[CH2:6][CH2:5]1. Procedure details: The title compound was prepared from (S)-6-(2-hydroxy-2-methylpropyl)-6-phenyl-3-((S)-1-(4-(4,4,5,5-tetramethyl-1,3,2-dioxaborolan-2-yl)phenyl)ethyl)-1,3-oxazinan-2-one and 4-chloropyrimidine following a procedure analogous to that described in Example 1 Step 2. LC-MS Method 2 tR=1.167, m/z=374; 1H NMR (CDCl3) 1.06 (s, 3H), 1.11 (s, 3H), 1.49 (d, 3H), 2.11 (s, 1H), 2.17 (s, 2H), 2.21 (m, 1H), 2.35 (m, 1H), 2.80 (m, 1H), 5.66 (m, 1H), 7.02 (d, 2H), 7.21-7.36 (m, 5H), 7.54 (d, 1H), 7.78 (d, 2H), 8...